From a dataset of the Open Reaction Database (ORD), a public repository of structured organic reaction records. describe an organic reaction: reactants, conditions, products, and yield The reactants are Cl.BrC=1C=C(SC1)COC1CNC1 (3-((4-Bromothiophen-2-yl)methoxy)-azetidine hydrochloride), CCN=C=NCCCN(C)C (EDCI), C=1C=CC2=C(C1)N=NN2O (HOBt), C(C)(C)N(CC)C(C)C (diisopropylethylamine), Cl.O=C1CCC=2C=C(C=NC2N1)/C=C/C(=O)O ((E)-3-(7-oxo-5,6,7,8-tetrahydro-1,8-naphthyridin-3-yl)-acrylic acid hydrochloride). Solvent: CN(C=O)C (dimethylformamide), O (water), C(C)(=O)OCC (ethyl acetate). Run at time 8 hour. The product is BrC=1C=C(SC1)COC1CN(C1)C(/C=C/C=1C=C2CCC(NC2=NC1)=O)=O ((E)-6-(3-(3-((4-Bromothiophen-2-yl)methoxy)azetidin-1-yl)-3-oxoprop-1-enyl)-3,4-dihydro-1,8-naphthyridin-2(1H)-one). The yield is 62.3%. RXN SMILES: Cl.[Br:2][C:3]1[CH:4]=[C:5]([CH2:8][O:9][CH:10]2[CH2:13][NH:12][CH2:11]2)[S:6][CH:7]=1.CCN=C=NCCCN(C)C.C1C=CC2N(O)N=NC=2C=1.C(N(C(C)C)CC)(C)C.Cl.[O:45]=[C:46]1[NH:55][C:54]2[N:53]=[CH:52][C:51](/[CH:56]=[CH:57]/[C:58](O)=[O:59])=[CH:50][C:49]=2[CH2:48][CH2:47]1>CN(C)C=O.O.C(OCC)(=O)C>[Br:2][C:3]1[CH:4]=[C:5]([CH2:8][O:9][CH:10]2[CH2:11][N:12]([C:58](=[O:59])/[CH:57]=[CH:56]/[C:51]3[CH:50]=[C:49]4[C:54](=[N:53][CH:52]=3)[NH:55][C:46](=[O:45])[CH2:47][CH2:48]4)[CH2:13]2)[S:6][CH:7]=1 |f:0.1,5.6|. Procedure: 3-((4-Bromothiophen-2-yl)methoxy)-azetidine hydrochloride (168 mg, 0.59 mmol), EDCI (113 mg, 0.59 mmol), HOBt (82 mg, 0.59 mmol) and diisopropylethylamine (171 μL, 1.00 mmol) were successively added to a solution of (E)-3-(7-oxo-5,6,7,8-tetrahydro-1,8-naphthyridin-3-yl)-acrylic acid hydrochloride (100 mg, 0.39 mmol) in dimethylformamide (10 mL) at room temperature. The reaction mixture was stirred overnight then diluted by addition of ethyl acetate (40 mL) and water (40 mL). The aqueous phase wa... Reactants: 25, ClC1=CC=C(C=2C(C3=CC=CC=C3C(C12)=O)=O)C(=O)O (4-chloroanthraquinone-1-carboxylic acid), o-phenanthroline hydrochloride. The reagents and catalysts are [Cu-]=O (copper(I) oxide). Solvent: CN1C(CCC1)=O (N-methylpyrrolidone). Conditions: temperature 150 celsius. Product: 19, ClC1=CC=CC=2C(C3=CC=CC=C3C(C12)=O)=O (1-chloroanthraquinone). Isolated yield 90.5%. Reaction SMILES: [Cl:1][C:2]1[C:15]2[C:14](=[O:16])[C:13]3[C:8](=[CH:9][CH:10]=[CH:11][CH:12]=3)[C:7](=[O:17])[C:6]=2[C:5](C(O)=O)=[CH:4][CH:3]=1>[Cu-]=O.CN1CCCC1=O>[Cl:1][C:2]1[C:15]2[C:14](=[O:16])[C:13]3[C:8](=[CH:9][CH:10]=[CH:11][CH:12]=3)[C:7](=[O:17])[C:6]=2[CH:5]=[CH:4][CH:3]=1. Procedure: A mixture of 25 parts of 4-chloroanthraquinone-1-carboxylic acid, 180 parts of N-methylpyrrolidone, 4 parts of copper(I) oxide and 3 parts of o-phenanthroline hydrochloride is heated for two hours at 150°C. The mixture is poured onto ice and the precipitate formed is suction filtered. After the filter cake has been dissolved in 100 parts of concentrated sulfuric acid and reprecipitated with 300 parts of water, filtered and dried in vacuo at 80°C there are isolated 19 parts (90.5% of theory) of 1... Starting materials: C(C)(=O)OCC=1CS[C@H]2N(C1C(=O)OC(C1=CC=CC=C1)C1=CC=CC=C1)C(C2NC(C(=NOCCI)C=2N=C(SC2)NC(C2=CC=CC=C2)(C2=CC=CC=C2)C2=CC=CC=C2)=O)=O (benzhydryl 3-acetoxymethyl-7-[2-(2-tritylamino-4-thiazolyl)-2-(2-iodoethoxyimino)-acetamido]-ceph-3-eme-4-carboxylate), NC(=S)N (thiourea), CN(C)P(=O)(N(C)C)N(C)C (hexamethylphosphorotriamide), C(C)(C)OC(C)C (isopropyl ether). Yields the product I.C(C)(=O)OCC=1CS[C@H]2N(C1C(=O)OC(C1=CC=CC=C1)C1=CC=CC=C1)C(C2NC(C(=NOCCSC=NN)C=2N=C(SC2)NC(C2=CC=CC=C2)(C2=CC=CC=C2)C2=CC=CC=C2)=O)=O (benzhydryl 3-acetoxymethyl-7-[2-(2-tritylamino-4-thiazolyl)-2-(2-aminoiminomethylthioethoxyimino)-acetamido]-ceph-3-eme-4-carboxylate hydroiodide). RXN SMILES: [C:1]([O:4][CH2:5][C:6]1[CH2:7][S:8][C@@H:9]2[CH:29]([NH:30][C:31](=[O:63])[C:32]([C:38]3[N:39]=[C:40]([NH:43][C:44]([C:57]4[CH:62]=[CH:61][CH:60]=[CH:59][CH:58]=4)([C:51]4[CH:56]=[CH:55][CH:54]=[CH:53][CH:52]=4)[C:45]4[CH:50]=[CH:49][CH:48]=[CH:47][CH:46]=4)[S:41][CH:42]=3)=[N:33][O:34][CH2:35][CH2:36][I:37])[C:28](=[O:64])[N:10]2[C:11]=1[C:12]([O:14][CH:15]([C:22]1[CH:27]=[CH:26][CH:25]=[CH:24][CH:23]=1)[C:16]1[CH:21]=[CH:20][CH:19]=[CH:18][CH:17]=1)=[O:13])(=[O:3])[CH3:2].[NH2:65][C:66](N)=[S:67].C(OC(C)C)(C)C.C[N:77](P(N(C)C)(N(C)C)=O)C>>[IH:37].[C:1]([O:4][CH2:5][C:6]1[CH2:7][S:8][C@@H:9]2[CH:29]([NH:30][C:31](=[O:63])[C:32]([C:38]3[N:39]=[C:40]([NH:43][C:44]([C:57]4[CH:62]=[CH:61][CH:60]=[CH:59][CH:58]=4)([C:51]4[CH:56]=[CH:55][CH:54]=[CH:53][CH:52]=4)[C:45]4[CH:50]=[CH:49][CH:48]=[CH:47][CH:46]=4)[S:41][CH:42]=3)=[N:33][O:34][CH2:35][CH2:36][S:67][CH:66]=[N:65][NH2:77])[C:28](=[O:64])[N:10]2[C:11]=1[C:12]([O:14][CH:15]([C:22]1[CH:27]=[CH:26][CH:25]=[CH:24][CH:23]=1)[C:16]1[CH:21]=[CH:20][CH:19]=[CH:18][CH:17]=1)=[O:13])(=[O:3])[CH3:2] |f:4.5|. Reported procedure: A mixture of 870 mg of the syn isomer of benzhydryl 3-acetoxymethyl-7-[2-(2-tritylamino-4-thiazolyl)-2-(2-iodoethoxyimino)-acetamido]-ceph-3-eme-4-carboxylate [described in Belgium Pat. No. 875,217], 131 mg of thiourea and 1.7 ml of anhydrous hexamethylphosphorotriamide was stirred for 32 hours and 75 ml of isopropyl ether were added thereto with stirring. The mixture was decanted and 45 ml of ethyl ether were added thereto. The mixture was vacuum filtered to obtain 1.229 g of solvated syn isome... Starting materials: CCOC(C)=O, COc1ccc(Cn2c(NN)cc(=O)n(C)c2=O)cc1, O=Cc1ccc(-c2ccccc2)cc1. The product is COc1ccc(Cn2c(NN=Cc3ccc(-c4ccccc4)cc3)cc(=O)n(C)c2=O)cc1. As a reaction SMILES: [CH3:35][CH2:36][O:37][C:38]([CH3:39])=[O:40].[NH:15]([NH2:16])[c:17]1[cH:18][c:19](=[O:34])[n:20]([CH3:33])[c:21](=[O:32])[n:22]1[CH2:23][c:24]1[cH:25][cH:26][c:27]([O:30][CH3:31])[cH:28][cH:29]1.[c:1]1(-[c:7]2[cH:8][cH:9][c:10]([CH:11]=[O:12])[cH:13][cH:14]2)[cH:2][cH:3][cH:4][cH:5][cH:6]1>>[c:1]1(-[c:7]2[cH:8][cH:9][c:10]([CH:11]=[N:16][NH:15][c:17]3[cH:18][c:19](=[O:34])[n:20]([CH3:33])[c:21](=[O:32])[n:22]3[CH2:23][c:24]3[cH:25][cH:26][c:27]([O:30][CH3:31])[cH:28][cH:29]3)[cH:13][cH:14]2)[cH:2][cH:3][cH:4][cH:5][cH:6]1. Run in C(C)OCC (diethyl ether). Yields the product CN(C(=O)NC1CCCC=2SC=CC21)C (1,1-dimethyl-3-(4,5,6,7-tetrahydrobenzo[b]thien-4-yl)urea). Reactants: CNC (dimethylamine), S1C2=C(C=C1)C(CCC2)N=C=O (4,5,6,7-tetrahydrobenzo[b]thien-4-yl isocyanate). As a reaction SMILES: [S:1]1[CH:5]=[CH:4][C:3]2[CH:6]([N:10]=[C:11]=[O:12])[CH2:7][CH2:8][CH2:9][C:2]1=2.[CH3:13][NH:14][CH3:15]>C(OCC)C>[CH3:13][N:14]([CH3:15])[C:11]([NH:10][CH:6]1[C:3]2[CH:4]=[CH:5][S:1][C:2]=2[CH2:9][CH2:8][CH2:7]1)=[O:12]. Procedure: A solution of 6.27 grams of 4,5,6,7-tetrahydrobenzo[b]thien-4-yl isocyanate in 200 ml. of diethyl ether is charged with gaseous dimethylamine introduced via a capillary tube with stirring. After 0.5 hour of bubbling, the gas flow is terminated, and the mixture is evaporated to dryness to give a solid residue. This is crystallized from acetone-hexane-ether to give 1,1-dimethyl-3-(4,5,6,7-tetrahydrobenzo[b]thien-4-yl)urea melting at 117° C. to 120° C. Reactants: [Cl-].[NH4+] (ammonium chloride), [H-].[Na+] (sodium hydride), IC (iodomethane), NC1=C(C=C(C2=C1C(C=C(O2)C2=CC(=C(C=C2)NC(=O)OC(C)(C)C)F)=O)F)F (5-Amino-2-[4-(tert-butoxycarbonylamino)-3-fluorophenyl]-6,8-difluoro-4H-1-benzopyran-4-one). Solvent: CN(C=O)C (dimethylformamide). Run at time 1 hour. The product is NC1=C(C=C(C2=C1C(C=C(O2)C2=CC(=C(C=C2)N(C)C(=O)OC(C)(C)C)F)=O)F)F (5-amino-2-[4-[N-(tert-butoxycarbonyl)-N-methylamino]-3-fluorophenyl]-6,8-difluoro-4H-1-benzopyran-4-one). RXN SMILES: [NH2:1][C:2]1[C:7]2[C:8](=[O:27])[CH:9]=[C:10]([C:12]3[CH:17]=[CH:16][C:15]([NH:18][C:19]([O:21][C:22]([CH3:25])([CH3:24])[CH3:23])=[O:20])=[C:14]([F:26])[CH:13]=3)[O:11][C:6]=2[C:5]([F:28])=[CH:4][C:3]=1[F:29].[H-].[Na+].I[CH3:33].[Cl-].[NH4+]>CN(C)C=O>[NH2:1][C:2]1[C:7]2[C:8](=[O:27])[CH:9]=[C:10]([C:12]3[CH:17]=[CH:16][C:15]([N:18]([C:19]([O:21][C:22]([CH3:25])([CH3:23])[CH3:24])=[O:20])[CH3:33])=[C:14]([F:26])[CH:13]=3)[O:11][C:6]=2[C:5]([F:28])=[CH:4][C:3]=1[F:29] |f:1.2,4.5|. Procedure details: 1.99 g (4.73 mmol) of Compound 51 obtained in Example 51 was dissolved in 80 ml of dimethylformamide under argon atmosphere, 212 mg. of sodium hydride (60% oil disperison) and 0.60 ml of iodomethane were added and the mixture was stirred at room temperature for 1 hour. An aqueous saturated solution of ammonium chloride was added to the reaction solution, the precipitated crystals were collected by filtration and dissolved in ethanol, and the solvent was distilled off under reduced pressure. The ... The reactants are FC=1C=C2C(=C(/C(/C2=CC1)=C/C1=CC=C(C=C1)SC)C)CCON (O-2-[Z-5-fluoro-2-methyl-1-(4-methylthiophenyl)methylene-1H-inden-3-yl]ethyl hydroxylamine), O=CCC(=O)O (3-oxopropionic acid). The product is FC=1C=C2C(=C(/C(/C2=CC1)=C/C1=CC=C(C=C1)SC)C)CCON=C(CC=O)O (3-oxopropionic acid-O-2-[Z-5-fluoro-2-methyl-1-(4-methylthiophenyl)methylene-1H-inden-3-yl]ethyl oxime). RXN SMILES: [F:1][C:2]1[CH:3]=[C:4]2[C:8](=[CH:9][CH:10]=1)/[C:7](=[CH:11]\[C:12]1[CH:17]=[CH:16][C:15]([S:18][CH3:19])=[CH:14][CH:13]=1)/[C:6]([CH3:20])=[C:5]2[CH2:21][CH2:22][O:23][NH2:24].[O:25]=[CH:26][CH2:27][C:28](O)=[O:29]>>[F:1][C:2]1[CH:3]=[C:4]2[C:8](=[CH:9][CH:10]=1)/[C:7](=[CH:11]\[C:12]1[CH:17]=[CH:16][C:15]([S:18][CH3:19])=[CH:14][CH:13]=1)/[C:6]([CH3:20])=[C:5]2[CH2:21][CH2:22][O:23][N:24]=[C:28]([OH:29])[CH2:27][CH:26]=[O:25]. Procedure: The title compound is prepared by reaction of O-2-[Z-5-fluoro-2-methyl-1-(4-methylthiophenyl)methylene-1H-inden-3-yl]ethyl hydroxylamine with 3-oxopropionic acid by the method of Example 1.